Dataset: the Open Reaction Database (ORD), a public repository of structured organic reaction records. Task: describe an organic reaction: reactants, conditions, products, and yield The reactants are ClCCCl, COC(=O)C1(Sc2cc(N)c(F)cc2Cl)CC1, [Ca+2], S=C(Cl)Cl, O=C([O-])[O-], O. Product: COC(=O)C1(Sc2cc(N=C=S)c(F)cc2Cl)CC1. As a reaction SMILES: [CH2:27]([Cl:28])[CH2:29][Cl:30].[CH3:1][O:2][C:3](=[O:4])[C:5]1([S:8][c:9]2[c:10]([Cl:17])[cH:11][c:12]([F:16])[c:13]([NH2:15])[cH:14]2)[CH2:6][CH2:7]1.[Ca+2:18].[Cl:23][C:24]([Cl:25])=[S:26].[O-:19][C:20](=[O:21])[O-:22].[OH2:31]>>[CH3:1][O:2][C:3](=[O:4])[C:5]1([S:8][c:9]2[c:10]([Cl:17])[cH:11][c:12]([F:16])[c:13]([N:15]=[C:24]=[S:26])[cH:14]2)[CH2:6][CH2:7]1. Reactants: BrC1=CN=C(C=2N1C=C(N2)COC2=NC1=CC=CC=C1C=C2)N2CCOCC2 (4-(5-Bromo-2-((quinolin-2-yloxy)methyl)imidazo[1,2-a]pyrazin-8-yl)morpholine), C(#N)C1=NC=C(C=C1)B1OC(C)(C)C(C)(C)O1 (2-cyanopyridine-5-boronic acid pinacol ester). Product: O1CCN(CC1)C=1C=2N(C(=CN1)C=1C=CC(=NC1)C#N)C=C(N2)COC2=NC1=CC=CC=C1C=C2 (5-(8-Morpholino-2-((quinolin-2-yloxy)methyl)imidazo[1,2-a]pyrazin-5-yl)picolinonitrile). Reaction SMILES: Br[C:2]1[N:7]2[CH:8]=[C:9]([CH2:11][O:12][C:13]3[CH:22]=[CH:21][C:20]4[C:15](=[CH:16][CH:17]=[CH:18][CH:19]=4)[N:14]=3)[N:10]=[C:6]2[C:5]([N:23]2[CH2:28][CH2:27][O:26][CH2:25][CH2:24]2)=[N:4][CH:3]=1.[C:29]([C:31]1[CH:36]=[CH:35][C:34](B2OC(C)(C)C(C)(C)O2)=[CH:33][N:32]=1)#[N:30]>>[O:26]1[CH2:27][CH2:28][N:23]([C:5]2[C:6]3[N:7]([CH:8]=[C:9]([CH2:11][O:12][C:13]4[CH:22]=[CH:21][C:20]5[C:15](=[CH:16][CH:17]=[CH:18][CH:19]=5)[N:14]=4)[N:10]=3)[C:2]([C:34]3[CH:35]=[CH:36][C:31]([C:29]#[N:30])=[N:32][CH:33]=3)=[CH:3][N:4]=2)[CH2:24][CH2:25]1. Reported procedure: Compound 54a was prepared from compound 31b and 2-cyanopyridine-5-boronic acid pinacol ester using the methods described in Example 1, Step G. Mass Spectrum (LCMS, ESI pos.) Calcd. for C26H21N7O2: 464.2 [M+H]. found 464.2. Reactants: P(Cl)(Cl)(Cl)(Cl)Cl (phosphorus pentachloride), ClC=1C=C2C=CC(=C(C2=CC1)O)N=O (6-chloro-2-nitroso-1-naphthol). The solvent is CCCCCC (hexane). Product: ClC=1C=CC(=C(\C=C/C#N)C1)C(=O)Cl (5-chloro-2-(chloroformyl)-cis-cinnamonitrile). RXN SMILES: P(Cl)(Cl)(Cl)(Cl)[Cl:2].[Cl:7][C:8]1[CH:9]=[C:10]2[C:15](=[CH:16][CH:17]=1)[C:14]([OH:18])=[C:13]([N:19]=O)[CH:12]=[CH:11]2>CCCCCC>[Cl:7][C:8]1[CH:17]=[CH:16][C:15]([C:14]([Cl:2])=[O:18])=[C:10]([CH:9]=1)/[CH:11]=[CH:12]\[C:13]#[N:19]. Procedure details: To a rapidly stirring suspension of phosphorus pentachloride, 68.0 g, 0.326 mole in dry hexane (1.6 liters) is added 78.03 g (0.322 mole) of 6-chloro-2-nitroso-1-naphthol (I). The mixture is stirred at room temperature for 3 hours, the refluxed for 2 hours. The warm solution is then decanted and the residue in the reaction vessel refluxed for another hour with 1.0 liter of dry hexane. The hexane extracts are combined and evaporated to dryness. Yield: 75.0 g semi-solid brown residue. This crude p... Reactants: C(=O)(Cl)Cl (phosgene), C1(=CC=CC=C1)C (toluene), C(C1=CC=CC=C1)ON1C(C(NC2=CC(=C(C=C12)C(F)(F)F)N1C(=NC(=C1)C)C1=CC=CC=C1)=O)=O (1-benzyloxy-6-(4-methyl-2-phenyl-1H-imidazol-1-yl)-7-trifluoromethylquinoxaline-2,3(1H,4H)-dione). Run in CN(C=O)C (N,N-dimethylformamide). Run at time 8 hour. The product is Cl.C(C1=CC=CC=C1)ON1C(C(=NC2=CC(=C(C=C12)C(F)(F)F)N1C(=NC(=C1)C)C1=CC=CC=C1)Cl)=O (1-Benzyloxy-3-chloro-6-(4-methyl-2-phenyl-1H-imidazol-1-yl)-7-trifluoromethylquinoxalin-2(1H)-one, hydrochloride). Yield: 84.0%. Reaction SMILES: [C:1]([Cl:4])([Cl:3])=O.C1(C)C=CC=CC=1.[CH2:12]([O:19][N:20]1[C:29]2[C:24](=[CH:25][C:26]([N:34]3[CH:38]=[C:37]([CH3:39])[N:36]=[C:35]3[C:40]3[CH:45]=[CH:44][CH:43]=[CH:42][CH:41]=3)=[C:27]([C:30]([F:33])([F:32])[F:31])[CH:28]=2)[NH:23]C(=O)[C:21]1=[O:47])[C:13]1[CH:18]=[CH:17][CH:16]=[CH:15][CH:14]=1>CN(C)C=O>[ClH:3].[CH2:12]([O:19][N:20]1[C:29]2[C:24](=[CH:25][C:26]([N:34]3[CH:38]=[C:37]([CH3:39])[N:36]=[C:35]3[C:40]3[CH:45]=[CH:44][CH:43]=[CH:42][CH:41]=3)=[C:27]([C:30]([F:31])([F:32])[F:33])[CH:28]=2)[N:23]=[C:1]([Cl:4])[C:21]1=[O:47])[C:13]1[CH:18]=[CH:17][CH:16]=[CH:15][CH:14]=1 |f:4.5|. Procedure details: A solution of 20% phosgene in toluene (18.2 ml, 35 mmol) was added dropwise to a stirred solution of 1-benzyloxy-6-(4-methyl-2-phenyl-1H-imidazol-1-yl)-7-trifluoromethylquinoxaline-2,3(1H,4H)-dione (8.8 g, 17.5 mmol) in 100 ml of dry N,N-dimethylformamide at 0° C. The mixture was stirred at room temperature overnight and the precipitated solid was isolated by filtration and washed with ether to give 8.0 g (84%) of the title compound. The reactants are NC[C@H](CN1CCC(CC1)OC1=CC(=C(C=C1)Cl)Cl)O ((2R)-1-amino-3-[4-(3,4-dichlorophenoxy)piperidin-1-yl]propan-2-ol), N1=CC=CC2=CC(=CC=C12)C(=O)O (quinoline-6-carboxylic acid). Product: ClC=1C=C(OC2CCN(CC2)C[C@@H](CNC(=O)C=2C=C3C=CC=NC3=CC2)O)C=CC1Cl (N-{(2R)-3-[4-(3,4-dichlorophenoxy)piperidin-1-yl]-2-hydroxypropyl}quinoline-6-carboxamide), solid. Reaction SMILES: [NH2:1][CH2:2][C@@H:3]([OH:20])[CH2:4][N:5]1[CH2:10][CH2:9][CH:8]([O:11][C:12]2[CH:17]=[CH:16][C:15]([Cl:18])=[C:14]([Cl:19])[CH:13]=2)[CH2:7][CH2:6]1.[N:21]1[C:30]2[C:25](=[CH:26][C:27]([C:31](O)=[O:32])=[CH:28][CH:29]=2)[CH:24]=[CH:23][CH:22]=1>>[Cl:19][C:14]1[CH:13]=[C:12]([CH:17]=[CH:16][C:15]=1[Cl:18])[O:11][CH:8]1[CH2:9][CH2:10][N:5]([CH2:4][C@H:3]([OH:20])[CH2:2][NH:1][C:31]([C:27]2[CH:26]=[C:25]3[C:30](=[CH:29][CH:28]=2)[N:21]=[CH:22][CH:23]=[CH:24]3)=[O:32])[CH2:6][CH2:7]1. Reported procedure: Prepared as described in Example from (2R)-1-amino-3-[4-(3,4-dichlorophenoxy)piperidin-1-yl]propan-2-ol (0.1 g) and quinoline-6-carboxylic acid (0.054 g). Title compound obtained as white solid (0.032 g). The yield is 87.4%. Run in CO (MeOH). Conditions: temperature 50 celsius, time 8 hour. Product: CC=1OC2=C(C1)C(=CC(=C2)C(=O)O)OCC(C)C (2-Methyl-4-isobutoxy-6-carboxybenzofuran). As a reaction SMILES: [OH-].[Na+].[CH3:3][C:4]1[O:5][C:6]2[CH:12]=[C:11]([C:13]([O:15]C)=[O:14])[CH:10]=[C:9]([O:17][CH2:18][CH:19]([CH3:21])[CH3:20])[C:7]=2[CH:8]=1.C1COCC1>CO>[CH3:3][C:4]1[O:5][C:6]2[CH:12]=[C:11]([C:13]([OH:15])=[O:14])[CH:10]=[C:9]([O:17][CH2:18][CH:19]([CH3:21])[CH3:20])[C:7]=2[CH:8]=1 |f:0.1|. Starting materials: [OH-].[Na+] (Sodium hydroxide), CC=1OC2=C(C1)C(=CC(=C2)C(=O)OC)OCC(C)C (2-methyl-4-isobutoxy-6-methoxycarbonylbenzofuran), C1CCOC1 (THF). Procedure details: Sodium hydroxide solution (2.28 ml of 1M, 2.28 mmol, 3 eq) was added to a solution of 2-methyl-4-isobutoxy-6-methoxycarbonylbenzofuran (Method 7; 200 mg, 0.76 mmol; contained ca 15 mol % of isobutyl ester) in MeOH (2.28 ml)/THF (2.28 ml). After 2 hours at 50° C. the reaction mixture was stirred at ambient temperature overnight and then concentrated to half-volume in vacuo. The resulting solution was diluted with water and acidified to pH 5 (1M HCl), and the resulting flocculent precipitate filte... Starting materials: FC(C(=O)O)(F)F.N1CCC(CC1)/C=C/C(=O)N1C[C@@H](CCC1)C(=O)NC[C@@H](C(=O)O)NC(C(F)(F)F)=O (N-[(R)-1-[3-(4-piperidyl)-(E)-acryloyl]-3-piperidylcarbonyl]-2(S)-trifluoroacetylamino-β-alanine trifluoroacetate). Reagents/catalysts: [Pd] (Pd/C). Run in O (water). Reaction conditions: time 4 hour. Product: FC(C(=O)O)(F)F.N1CCC(CC1)CCC(=O)N1C[C@@H](CCC1)C(=O)NC[C@@H](C(=O)O)NC(C(F)(F)F)=O (N-[(R)-1-[3-(4-piperidyl)propanoyl]-3-piperidylcarbonyl]-2(S)-trifluoroacetylamino-β-alanine trifluoroacetate). Isolated yield 54.9%. As a reaction SMILES: [F:1][C:2]([F:7])([F:6])[C:3]([OH:5])=[O:4].[NH:8]1[CH2:13][CH2:12][CH:11](/[CH:14]=[CH:15]/[C:16]([N:18]2[CH2:23][CH2:22][CH2:21][C@@H:20]([C:24]([NH:26][CH2:27][C@H:28]([NH:32][C:33](=[O:38])[C:34]([F:37])([F:36])[F:35])[C:29]([OH:31])=[O:30])=[O:25])[CH2:19]2)=[O:17])[CH2:10][CH2:9]1>O.[Pd]>[F:1][C:2]([F:7])([F:6])[C:3]([OH:5])=[O:4].[NH:8]1[CH2:13][CH2:12][CH:11]([CH2:14][CH2:15][C:16]([N:18]2[CH2:23][CH2:22][CH2:21][C@@H:20]([C:24]([NH:26][CH2:27][C@H:28]([NH:32][C:33](=[O:38])[C:34]([F:35])([F:36])[F:37])[C:29]([OH:31])=[O:30])=[O:25])[CH2:19]2)=[O:17])[CH2:10][CH2:9]1 |f:0.1,4.5|. Reported procedure: To a solution of N-[(R)-1-[3-(4-piperidyl)-(E)-acryloyl]-3-piperidylcarbonyl]-2(S)-trifluoroacetylamino-β-alanine trifluoroacetate in water (4 ml) was added Pd/C (10% dry, 16 mg) and the mixture was stirred at room temperature under hydrogen at atmospheric pressure for 4 hours. Catalyst was filtered off and filtrate was evaporated in vacuo to give N-[(R)-1-[3-(4-piperidyl)propanoyl]-3-piperidylcarbonyl]-2(S)-trifluoroacetylamino-β-alanine trifluoroacetate as a colorless oil (45 mg, 54.9%). Starting materials: ClC1=NC(=NC(=C1C#N)NCCO)NC1CC1 (4-chloro-2-cyclopropylamino-6-(2-hydroxy-ethylamino)-pyrimidine-5-carbonitrile), FC1=CC=C(C=C1)C1CCNCC1 (4-(4-fluorophenyl)-piperidine), C(C)N(C(C)C)C(C)C (N-ethyl-diisopropylamine). The solvent is O1CCOCC1 (dioxane). Yields the product C1(CC1)NC1=NC(=C(C(=N1)N1CCC(CC1)C1=CC=C(C=C1)F)C#N)NCCO (2-cyclopropylamino-4-[4-(4-fluoro-phenyl)-piperidin-1-yl]-6-(2-hydroxy-ethylamino)-pyrimidine-5-carbonitrile). RXN SMILES: Cl[C:2]1[C:7]([C:8]#[N:9])=[C:6]([NH:10][CH2:11][CH2:12][OH:13])[N:5]=[C:4]([NH:14][CH:15]2[CH2:17][CH2:16]2)[N:3]=1.[F:18][C:19]1[CH:24]=[CH:23][C:22]([CH:25]2[CH2:30][CH2:29][NH:28][CH2:27][CH2:26]2)=[CH:21][CH:20]=1.C(N(C(C)C)C(C)C)C>O1CCOCC1>[CH:15]1([NH:14][C:4]2[N:3]=[C:2]([N:28]3[CH2:29][CH2:30][CH:25]([C:22]4[CH:21]=[CH:20][C:19]([F:18])=[CH:24][CH:23]=4)[CH2:26][CH2:27]3)[C:7]([C:8]#[N:9])=[C:6]([NH:10][CH2:11][CH2:12][OH:13])[N:5]=2)[CH2:17][CH2:16]1. Reported procedure: In analogy to the procedure described in example 47b, 4-chloro-2-cyclopropylamino-6-(2-hydroxy-ethylamino)-pyrimidine-5-carbonitrile (example 47a) was treated with the 4-(4-fluorophenyl)-piperidine in dioxane in the presence of N-ethyl-diisopropylamine at 100° C. to yield the 2-cyclopropylamino-4-[4-(4-fluoro-phenyl)-piperidin-1-yl]-6-(2-hydroxy-ethylamino)-pyrimidine-5-carbonitrile as an amorphous, white solid; MS: [M+H]+=397.